This data is from the Open Reaction Database (ORD), a public repository of structured organic reaction records. The task is: describe an organic reaction: reactants, conditions, products, and yield The reactants are [Al+3], CCc1nn2ccc3c(c2c1C(C)=O)CCO3, [H-], [H-], [H-], [H-], [Li+], [Na+], [Na+], C1CCOC1, O, O, O, O, O, O, O, O, O, O, O=S(=O)([O-])[O-]. The product is CCc1nn2ccc3c(c2c1C(C)O)CCO3. As a reaction SMILES: [Al+3:2].[CH2:7]([CH3:8])[c:9]1[n:10][n:11]2[c:12]([c:13]3[c:14]([cH:15][cH:16]2)[O:17][CH2:18][CH2:19]3)[c:20]1[C:21]([CH3:22])=[O:23].[H-:1].[H-:4].[H-:5].[H-:6].[Li+:3].[Na+:39].[Na+:40].[O:41]1[CH2:42][CH2:43][CH2:44][CH2:45]1.[OH2:24].[OH2:25].[OH2:26].[OH2:27].[OH2:28].[OH2:29].[OH2:30].[OH2:31].[OH2:32].[OH2:33].[S:34]([O-:35])([O-:36])(=[O:37])=[O:38]>>[CH2:7]([CH3:8])[c:9]1[n:10][n:11]2[c:12]([c:13]3[c:14]([cH:15][cH:16]2)[O:17][CH2:18][CH2:19]3)[c:20]1[CH:21]([CH3:22])[OH:23]. Reactants: C(C)(C)(C)OC(=O)N1N=C(C2=CC=CC=C12)C (1-tert-butoxycarbonyl-3-methylindazole), BrN1C(CCC1=O)=O (N-bromosuccinimide), C(C1=CC=CC=C1)(=O)OOC(C1=CC=CC=C1)=O (benzoyl peroxide). Solvent: C(Cl)(Cl)(Cl)Cl (CCl4). The product is 43.2, BrCC1=NN(C2=CC=CC=C12)C(=O)OC(C)(C)C (3-Bromomethyl-1-tert-butoxycarbonyl indazole). RXN SMILES: [C:1]([O:5][C:6]([N:8]1[C:16]2[C:11](=[CH:12][CH:13]=[CH:14][CH:15]=2)[C:10]([CH3:17])=[N:9]1)=[O:7])([CH3:4])([CH3:3])[CH3:2].[Br:18]N1C(=O)CCC1=O.C(OOC(=O)C1C=CC=CC=1)(=O)C1C=CC=CC=1>C(Cl)(Cl)(Cl)Cl>[Br:18][CH2:17][C:10]1[C:11]2[C:16](=[CH:15][CH:14]=[CH:13][CH:12]=2)[N:8]([C:6]([O:5][C:1]([CH3:4])([CH3:3])[CH3:2])=[O:7])[N:9]=1. Procedure: A stirring solution of 53.4 g (0.23 mol) of 1-tert-butoxycarbonyl-3-methylindazole, prepared as in Part B, in 1.0 L of CCl4 is heated to reflux, and then a mixture of 45.1 g (0.25 mol, 1.1 equiv) of N-bromosuccinimide and 5.7 g (23.5 mmol, 0.1 equiv) of benzoyl peroxide is added portionwise over 5 min as a solid. The resulting solution is heated at reflux for 4.5 h, then cooled to RT. The reaction mixture is filtered through a pad of Celite to remove the precipitated succinimide, and the solvent... The reactants are NC1=C(C=C(C=C1)C(C1=CN=CN1C)C1=CC=C(C=C1)Cl)C(O)C1=CC(=CC=C1)Cl (2-amino-α-(3-chlorophenyl)-5-[(4-chlorophenyl)(1-methyl-1H-imidazol-5-yl)methyl]-benzenemethanol), SCC(=O)O (mercapto-acetic acid). The solvent is Cl (HCl). Product: Cl.NC1=C(C=C(C=C1)C(C1=CN=CN1C)C1=CC=C(C=C1)Cl)C(SCC(=O)O)C1=CC(=CC=C1)Cl ([[[2-amino-5-[(4-chlorophenyl)(1-methyl-1H-imidazol-5-yl)methyl]phenyl](3-chlorophenyl)methyl]thio]-acetic acid hydrochloride salt). Isolated yield 203.2%. As a reaction SMILES: [NH2:1][C:2]1[CH:7]=[CH:6][C:5]([CH:8]([C:15]2[CH:20]=[CH:19][C:18]([Cl:21])=[CH:17][CH:16]=2)[C:9]2[N:13]([CH3:14])[CH:12]=[N:11][CH:10]=2)=[CH:4][C:3]=1[CH:22]([C:24]1[CH:29]=[CH:28][CH:27]=[C:26]([Cl:30])[CH:25]=1)O.[SH:31][CH2:32][C:33]([OH:35])=[O:34]>Cl>[ClH:21].[NH2:1][C:2]1[CH:7]=[CH:6][C:5]([CH:8]([C:15]2[CH:20]=[CH:19][C:18]([Cl:21])=[CH:17][CH:16]=2)[C:9]2[N:13]([CH3:14])[CH:12]=[N:11][CH:10]=2)=[CH:4][C:3]=1[CH:22]([C:24]1[CH:29]=[CH:28][CH:27]=[C:26]([Cl:30])[CH:25]=1)[S:31][CH2:32][C:33]([OH:35])=[O:34] |f:3.4|. Procedure: A mixture of intermediate (17) (0.0269 mol) and mercapto-acetic acid (0.0269 mol) in HCl 6N (150 ml) was stirred and refluxed for 2 hours and brought to room temperature. The solvent was evaporated till dryness, yielding 15 g (96%) of [[[2-amino-5-[(4-chlorophenyl)(1-methyl-1H-imidazol-5-yl)methyl]phenyl](3-chlorophenyl)methyl]thio]-acetic acid hydrochloride salt (intermediate 18). Reactants: [BH4-], CCOC(=O)c1cc2c(nc1C)CCCCC2=O, CC(C)=O, CO, [Cl-], [NH4+], [Na+]. Reaction SMILES: [BH4-:19].[CH3:1][c:2]1[c:3]([C:14](=[O:15])[O:16][CH2:17][CH3:18])[cH:4][c:5]2[c:6]([n:7]1)[CH2:8][CH2:9][CH2:10][CH2:11][C:12]2=[O:13].[CH3:21][C:22](=[O:23])[CH3:24].[CH3:27][OH:28].[Cl-:25].[NH4+:26].[Na+:20]>>[CH3:1][c:2]1[c:3]([C:14](=[O:15])[O:16][CH2:17][CH3:18])[cH:4][c:5]2[c:6]([n:7]1)[CH2:8][CH2:9][CH2:10][CH2:11][CH:12]2[OH:13]. Yields the product CCOC(=O)c1cc2c(nc1C)CCCCC2O.